This data is from the Open Reaction Database (ORD), a public repository of structured organic reaction records. The task is: describe an organic reaction: reactants, conditions, products, and yield Starting materials: solution, O (water), C1OC2[C@]3(C)[C@@H](CC2OC1)[C@@H]1CCC=2C=C(C=CC2[C@H]1C(C3)=O)OC (17-ethylenedioxy-3-methoxyestra-1,3,5(10)-trien-11-one), CC(C)([O-])C.[K+] (potassium tert.-butoxide). Run in CI (methyl iodide), C(C)(C)(C)O (t-butyl alcohol). Run at time 18 hour. The product is C1OC2[C@]3(C)[C@@H](CC2OC1)[C@@H]1CCC=2C=C(C=CC2[C@]1(C(C3)=O)C)OC (17-ethylenedioxy-3-methoxy-9α-methylestra-1,3,5(10)-trien-11-one). Reaction SMILES: [CH2:1]1[CH2:10][O:9][CH:8]2[CH:3]([C@:4]3([CH2:22][C:21](=[O:23])[C@H:20]4[C@@H:11]([CH2:12][CH2:13][C:14]5[CH:15]=[C:16]([O:24][CH3:25])[CH:17]=[CH:18][C:19]=54)[C@@H:6]3[CH2:7]2)[CH3:5])[O:2]1.[CH3:26]C(C)([O-])C.[K+].O>CI.C(O)(C)(C)C>[CH2:1]1[CH2:10][O:9][CH:8]2[CH:3]([C@:4]3([CH2:22][C:21](=[O:23])[C@@:20]4([CH3:26])[C@@H:11]([CH2:12][CH2:13][C:14]5[CH:15]=[C:16]([O:24][CH3:25])[CH:17]=[CH:18][C:19]=54)[C@@H:6]3[CH2:7]2)[CH3:5])[O:2]1 |f:1.2|. Reported procedure: To a stirred, ice cooled solution of 10.5 g of 17-ethylenedioxy-3-methoxyestra-1,3,5(10)-trien-11-one in 300 ml of methyl iodide under an atmosphere of nitrogen is added, over 10 minutes, 120 ml of a 1.1 molar solution of potassium tert.-butoxide in t-butyl alcohol. The temperature is allowed to rise to room temperature and the mixture is then stirred for 18 hours. It is next poured onto 500 ml of water and extracted with methylene chloride, twice. The combined organic extracts are washed with w... Starting materials: CC1=CC=C(C=C1)S(=O)(=O)NC1=C(C=CC(=C1)F)F (N-(4-methylphenylsulfonyl)-2,5-difluoroaniline), N(=O)[O-].[Na+] (sodium nitrite), [N+](=O)(O)[O-] (nitric acid), C(C)(=O)O (acetic acid). Run in O (water), O (water). Run at temperature 90 celsius, time 2.5 hour. Yields the product CC1=CC=C(C=C1)S(=O)(=O)NC1=C(C=C(C(=C1)F)[N+](=O)[O-])F (N-(4-methylphenylsulfonyl)-2,5-difluoro-4-nitroaniline). Isolated yield 98.9%. As a reaction SMILES: [N+:1]([O-:4])(O)=[O:2].[CH3:5][C:6]1[CH:11]=[CH:10][C:9]([S:12]([NH:15][C:16]2[CH:21]=[C:20]([F:22])[CH:19]=[CH:18][C:17]=2[F:23])(=[O:14])=[O:13])=[CH:8][CH:7]=1.C(O)(=O)C.N([O-])=O.[Na+]>O>[CH3:5][C:6]1[CH:11]=[CH:10][C:9]([S:12]([NH:15][C:16]2[CH:21]=[C:20]([F:22])[C:19]([N+:1]([O-:4])=[O:2])=[CH:18][C:17]=2[F:23])(=[O:14])=[O:13])=[CH:8][CH:7]=1 |f:3.4|. Procedure details: A stirred solution of 20 mL (0.427 mole) of 90% nitric acid (fuming) in 170 mL of water was cooled in an ice-water bath, and 22.0 grams (0.077 mole) of N-(4-methylphenylsulfonyl)-2,5-difluoroaniline was added. To this mixture was added 170 mL of acetic acid and then 0.5 gram (0.008 mole) of sodium nitrite. Upon completion of the addition, the reaction mixture was warmed to 90° C., where it stirred for about 2.5 hours. The reaction mixture was then cooled and poured into cold water. The resultant... The reactants are O=C([O-])[O-], CN(C)C=O, CC#N, CCOC(=O)c1ccc2c(C3CCCCC3)c3n(c2n1)CCNc1ccccc1-3, O=C(CCl)N1CCOCC1, [I-], [K+], [K+], [K+], O. Yields the product CCOC(=O)c1ccc2c(C3CCCCC3)c3n(c2n1)CCN(CC(=O)N1CCOCC1)c1ccccc1-3. RXN SMILES: [C:42](=[O:43])([O-:44])[O-:45].[CH3:48][N:49]([CH3:50])[CH:51]=[O:52].[CH3:53][C:54]#[N:55].[CH:1]1([c:7]2[c:8]3[c:9]([n:10]4[c:16]2-[c:15]2[c:14]([cH:20][cH:19][cH:18][cH:17]2)[NH:13][CH2:12][CH2:11]4)[n:21][c:22]([C:25](=[O:26])[O:27][CH2:28][CH3:29])[cH:23][cH:24]3)[CH2:2][CH2:3][CH2:4][CH2:5][CH2:6]1.[Cl:30][CH2:31][C:32](=[O:33])[N:34]1[CH2:35][CH2:36][O:37][CH2:38][CH2:39]1.[I-:41].[K+:40].[K+:46].[K+:47].[OH2:56]>>[CH:1]1([c:7]2[c:8]3[c:9]([n:10]4[c:16]2-[c:15]2[c:14]([cH:20][cH:19][cH:18][cH:17]2)[N:13]([CH2:31][C:32](=[O:33])[N:34]2[CH2:35][CH2:36][O:37][CH2:38][CH2:39]2)[CH2:12][CH2:11]4)[n:21][c:22]([C:25](=[O:26])[O:27][CH2:28][CH3:29])[cH:23][cH:24]3)[CH2:2][CH2:3][CH2:4][CH2:5][CH2:6]1. Starting materials: C(C)OC(=O)C1=CN(C2=CC(=C(C=C2C1=O)OC)C1CCCCC1)CC (1-ethyl-4-oxo-6-methoxy-7-cyclohexyl-1,4-dihydro-quinoline-3-carboxylic acid ethyl ester), [OH-].[Na+] (sodium hydroxide). The solvent is C(C)O (ethanol). The product is C(C)N1C=C(C(C2=CC(=C(C=C12)C1CCCCC1)OC)=O)C(=O)O (1-Ethyl-4-oxo-6-methoxy-7-cyclohexyl-1,4-dihydro-quinoline-3-carboxylic acid). As a reaction SMILES: C([O:3][C:4]([C:6]1[C:15](=[O:16])[C:14]2[C:9](=[CH:10][C:11]([CH:19]3[CH2:24][CH2:23][CH2:22][CH2:21][CH2:20]3)=[C:12]([O:17][CH3:18])[CH:13]=2)[N:8]([CH2:25][CH3:26])[CH:7]=1)=[O:5])C.[OH-].[Na+]>C(O)C>[CH2:25]([N:8]1[C:9]2[C:14](=[CH:13][C:12]([O:17][CH3:18])=[C:11]([CH:19]3[CH2:24][CH2:23][CH2:22][CH2:21][CH2:20]3)[CH:10]=2)[C:15](=[O:16])[C:6]([C:4]([OH:5])=[O:3])=[CH:7]1)[CH3:26] |f:1.2|. Procedure details: A suspension of 18.7 g of 1-ethyl-4-oxo-6-methoxy-7-cyclohexyl-1,4-dihydro-quinoline-3-carboxylic acid ethyl ester described in Example 18, in 150 ml of ethanol and 150 ml of 2 N sodium hydroxide solution is boiled for 5 hours under reflux. The clear solution thereby produced is evaporated to dryness in vacuo. 2 N Hydrochloric acid is added to the residue. The resulting crystals are filtered off and well washed with water. 1-Ethyl-4-oxo-6-methoxy-7-cyclohexyl-1,4-dihydro-quinoline-3-carboxylic a... Starting materials: C(=O)(OCC)N(C(C)=O)C=1C(SCC1NC(=O)OC)CCCCC(=O)N1CCCCC1 (3-(N-carbethoxyacetamido)-4-carbomethoxyamino-2,5-dihydro-2-thiophenevaleric acid piperidide), [OH-].[Na+] (sodium hydroxide). The solvent is O1CCCC1 (tetrahydrofuran). Conditions: time 2 hour. Product: C(=O)(OCC)NC=1C(SCC1NC(=O)OC)CCCCC(=O)N1CCCCC1 (3-carbethoxyamino-4-carbomethoxyamino-2,5-dihydro-2-thiophenevaleric acid piperidide). Yield: 89.5%. RXN SMILES: [C:1]([N:6]([C:10]1[CH:11]([CH2:20][CH2:21][CH2:22][CH2:23][C:24]([N:26]2[CH2:31][CH2:30][CH2:29][CH2:28][CH2:27]2)=[O:25])[S:12][CH2:13][C:14]=1[NH:15][C:16]([O:18][CH3:19])=[O:17])C(=O)C)([O:3][CH2:4][CH3:5])=[O:2].[OH-].[Na+]>O1CCCC1>[C:1]([NH:6][C:10]1[CH:11]([CH2:20][CH2:21][CH2:22][CH2:23][C:24]([N:26]2[CH2:27][CH2:28][CH2:29][CH2:30][CH2:31]2)=[O:25])[S:12][CH2:13][C:14]=1[NH:15][C:16]([O:18][CH3:19])=[O:17])([O:3][CH2:4][CH3:5])=[O:2] |f:1.2|. Reported procedure: 0.1 g (.000219 moles) of 3-(N-carbethoxyacetamido)-4-carbomethoxyamino-2,5-dihydro-2-thiophenevaleric acid piperidide was dissolved in 10 ml of tetrahydrofuran, and to this solution, 2 ml of 1 N sodium hydroxide was added. The heterogeneous solution was stirred for 2 hrs. and was then worked up immediately. Tetrahydrofuran was removed under vacuum, and the aqueous basic residue was partitioned between 30 ml of water and 20 ml of dichloromethane. The aqueous phase was extracted three times with 2...